The task is: describe an organic reaction: reactants, conditions, products, and yield. This data is from the Open Reaction Database (ORD), a public repository of structured organic reaction records. The reactants are OC(=O)C(F)(F)F.C(C1=CC=CC=C1)N1CC2=NC(=C(N=C2CC1)NC(C)C)N1CCC(CC1)OC1=C(C=C(C=C1)OC)F (6-benzyl-3-(4-(2-fluoro-4-methoxyphenoxy)piperidin-1-yl)-N-isopropyl-5,6,7,8-tetrahydropyrido[3,4-b]pyrazin-2-amine TFA salt). Reagents/catalysts: [OH-].[OH-].[Pd+2] (Pd(OH)2 on carbon). The solvent is C1CCOC1 (THF). Reaction conditions: time 2 hour. The product is FC1=C(OC2CCN(CC2)C2=C(N=C3C(=N2)CNCC3)NC(C)C)C=CC(=C1)OC (3-(4-(2-fluoro-4-methoxyphenoxy)piperidin-1-yl)-N-isopropyl-5,6,7,8-tetrahydropyrido[3,4-b]pyrazin-2-amine), C(=O)(C(F)(F)F)O (TFA). Isolated yield 370.4%. As a reaction SMILES: [OH:1][C:2]([C:4]([F:7])([F:6])[F:5])=[O:3].C([N:15]1[CH2:24][CH2:23][C:22]2[C:17](=[N:18][C:19]([N:29]3[CH2:34][CH2:33][CH:32]([O:35][C:36]4[CH:41]=[CH:40][C:39]([O:42][CH3:43])=[CH:38][C:37]=4[F:44])[CH2:31][CH2:30]3)=[C:20]([NH:25][CH:26]([CH3:28])[CH3:27])[N:21]=2)[CH2:16]1)C1C=CC=CC=1>C1COCC1.[OH-].[OH-].[Pd+2]>[F:44][C:37]1[CH:38]=[C:39]([O:42][CH3:43])[CH:40]=[CH:41][C:36]=1[O:35][CH:32]1[CH2:31][CH2:30][N:29]([C:19]2[N:18]=[C:17]3[CH2:16][NH:15][CH2:24][CH2:23][C:22]3=[N:21][C:20]=2[NH:25][CH:26]([CH3:28])[CH3:27])[CH2:34][CH2:33]1.[C:2]([OH:3])([C:4]([F:7])([F:6])[F:5])=[O:1] |f:0.1,3.4.5|. Reported procedure: A mixture of 6-benzyl-3-(4-(2-fluoro-4-methoxyphenoxy)piperidin-1-yl)-N-isopropyl-5,6,7,8-tetrahydropyrido[3,4-b]pyrazin-2-amine TFA salt (122 mg, 0.197 mmol) and Pd(OH)2 on carbon (20 wt %, 12 mg, 0.017 mmol) in THF (2.0 mL) was stirred under an atmosphere of hydrogen gas (balloon) at rt. After 2 h, the mixture was purified by HPLC Method A to give the title compound as a TFA salt (83.2 mg, 80%) as a yellow oil. 1H NMR (400 MHz, methanol-d4) δ ppm 1.25 (d, J=6.6 Hz, 6H), 1.88-1.98 (m, 2H), 2.04... Reactants: C(C1=CC=CC=C1)=O (benzaldehyde), COC(OC)OC (trimethylorthoformate), NCC(=O)O (glycine). The reagents and catalysts are C(C)N(CC)CC (triethylamine). Solvent: CN(C)C=O (DMF), CN(C)C=O (DMF). Run at time 3 hour. Yields the product C1(CC=2C(C(=O)O1)=CC=CC2)=O (homophthalic anhydride). RXN SMILES: N[CH2:2][C:3]([OH:5])=[O:4].[CH:6](=[O:13])[C:7]1[CH:12]=[CH:11][CH:10]=[CH:9][CH:8]=1.COC(OC)OC>CN(C=O)C.C(N(CC)CC)C>[C:3]1(=[O:4])[O:5][C:6](=[O:13])[C:7]2=[CH:12][CH:11]=[CH:10][CH:9]=[C:8]2[CH2:2]1. Procedure details: The teabag containing glycine on resin was placed in a 20 mL bottle and treated with a solution of benzaldehyde (0.508 mL, 5 mmoles) and anhydrous trimethylorthoformate (1.094 mL, 10 mmoles) in anhydrous DMF (9 mL). After shaking for 3 hours, the packet was washed with anhydrous DMF (3×8 mL). A solution of homophthalic anhydride (801 mg, 5 mmoles) and triethylamine (0.044 mL, 0.3 mmoles) was prepared in DMF (10 mL) and added to the teabag. After shaking at room temperature for 16 hours the packe... Starting materials: CCOC(=O)C(N)=O, CCO, Clc1ccccc1Cl, Cl, C1CCOC1, O. Yields the product NC(=O)C(=O)c1cccc(Cl)c1Cl. RXN SMILES: [C:9]([C:10](=[O:11])[NH2:12])(=[O:13])[O:14][CH2:15][CH3:16].[CH3:24][CH2:25][OH:26].[Cl:1][c:2]1[cH:3][cH:4][cH:5][cH:6][c:7]1[Cl:8].[ClH:18].[O:19]1[CH2:20][CH2:21][CH2:22][CH2:23]1.[OH2:17]>>[Cl:1][c:2]1[c:3]([C:9]([C:10](=[O:11])[NH2:12])=[O:13])[cH:4][cH:5][cH:6][c:7]1[Cl:8]. The reactants are [N+](=O)([O-])C1=CC=C(N)C=C1 (p-nitroaniline), O1CCCC1 (tetrahydrofuran), C(CCCCCCCCCCCCCCCCCCCCC)(=O)Cl (docosanoylchloride). The solvent is N1=CC=CC=C1 (pyridine). Yields the product [N+](=O)([O-])C1=CC=C(NC(CCCCCCCCCCCCCCCCCCCCC)=O)C=C1 (4'-nitro-n-docosaneanilide). The yield is 88.0%. RXN SMILES: [N+:1]([C:4]1[CH:10]=[CH:9][C:7]([NH2:8])=[CH:6][CH:5]=1)([O-:3])=[O:2].O1CCCC1.[C:16](Cl)(=[O:38])[CH2:17][CH2:18][CH2:19][CH2:20][CH2:21][CH2:22][CH2:23][CH2:24][CH2:25][CH2:26][CH2:27][CH2:28][CH2:29][CH2:30][CH2:31][CH2:32][CH2:33][CH2:34][CH2:35][CH2:36][CH3:37]>N1C=CC=CC=1>[N+:1]([C:4]1[CH:10]=[CH:9][C:7]([NH:8][C:16](=[O:38])[CH2:17][CH2:18][CH2:19][CH2:20][CH2:21][CH2:22][CH2:23][CH2:24][CH2:25][CH2:26][CH2:27][CH2:28][CH2:29][CH2:30][CH2:31][CH2:32][CH2:33][CH2:34][CH2:35][CH2:36][CH3:37])=[CH:6][CH:5]=1)([O-:3])=[O:2]. Procedure: In a three necked flask equipped with a dropping funnel, a thermometer and a reflux condenser, 138 g of p-nitroaniline was dissolved in a mixed solvent consisting of 3000 ml of tetrahydrofuran and 140 ml of pyridine while passing nitrogen gas through the flask. Then, 395 g of docosanoylchloride placed in the dropping funnel was gradually dropped into the flask over a time span of 20 minutes, while stirring the reaction mixture. After the completion of the dropping, the reaction mixture was furth... The yield is 48.8%. The product is FC1=C(C=C(C=C1)C=1C=C2C(=NC1)NC=C2C=2C=NN(C2)CC2=CC(=CC=C2)F)NS(=O)(=O)C (N-(2-fluoro-5-(3-(1-(3-fluorobenzyl)-1H-pyrazol-4-yl)-1H-pyrrolo[2,3-b]pyridin-5-yl)phenyl)methanesulfonamide). The reactants are step-iii, FC1=C(C=C(C=C1)C=1C=C2C(=NC1)N(C=C2C=2C=NN(C2)CC2=CC(=CC=C2)F)S(=O)(=O)C2=CC=C(C)C=C2)NS(=O)(=O)C (N-(2-fluoro-5-(3-(1-(3-fluorobenzyl)-1H-pyrazol-4-yl)-1-tosyl-1H-pyrrolo[2,3-b]pyridin-5-yl)phenyl)methanesulfonamide), [OH-].[Li+] (lithium hydroxide). Reported procedure: Using similar reaction conditions as described in step-iii of example-1, N-(2-fluoro-5-(3-(1-(3-fluorobenzyl)-1H-pyrazol-4-yl)-1-tosyl-1H-pyrrolo[2,3-b]pyridin-5-yl)phenyl)methanesulfonamide (60 mg, 0.094 mmol) was hydrolyzed with lithium hydroxide (20 mg, 0.474 mmol) in THF/methanol/water (15/5/5 mL) to yield 22 mg (48.8% yield). 1H NMR (CD3OD, 400 MHz): δ 8.467-8.462 (d, 1H), 8.36-8.35 (d, 1H), 8.22 (s, 1H), 7.95 (s, 1H), 7.84-7.80 (dd, 1H), 7.63-7.57 (m, 1H), 7.44-7.32 (m, 2H), 7.16-7.12 (d, ... The solvent is C1CCOC1.CO.O (THF methanol water). Reaction SMILES: [F:1][C:2]1[CH:7]=[CH:6][C:5]([C:8]2[CH:9]=[C:10]3[C:16]([C:17]4[CH:18]=[N:19][N:20]([CH2:22][C:23]5[CH:28]=[CH:27][CH:26]=[C:25]([F:29])[CH:24]=5)[CH:21]=4)=[CH:15][N:14](S(C4C=CC(C)=CC=4)(=O)=O)[C:11]3=[N:12][CH:13]=2)=[CH:4][C:3]=1[NH:40][S:41]([CH3:44])(=[O:43])=[O:42].[OH-].[Li+]>C1COCC1.CO.O>[F:1][C:2]1[CH:7]=[CH:6][C:5]([C:8]2[CH:9]=[C:10]3[C:16]([C:17]4[CH:18]=[N:19][N:20]([CH2:22][C:23]5[CH:28]=[CH:27][CH:26]=[C:25]([F:29])[CH:24]=5)[CH:21]=4)=[CH:15][NH:14][C:11]3=[N:12][CH:13]=2)=[CH:4][C:3]=1[NH:40][S:41]([CH3:44])(=[O:42])=[O:43] |f:1.2,3.4.5|.